This data is from the Open Reaction Database (ORD), a public repository of structured organic reaction records. The task is: describe an organic reaction: reactants, conditions, products, and yield Reactants: [BH4-], CCOCCOC(=O)C1=C(C)NC(C=O)=C(C(=O)OCC)C1c1cccc([N+](=O)[O-])c1, CCO, CCCCCC, CCOCC, Cl, [Na+]. The product is CCOCCOC(=O)C1=C(C)NC(CO)=C(C(=O)OCC)C1c1cccc([N+](=O)[O-])c1. RXN SMILES: [BH4-:32].[CH3:1][C:2]1=[C:7]([C:8](=[O:9])[O:10][CH2:11][CH2:12][O:13][CH2:14][CH3:15])[CH:6]([c:16]2[cH:17][c:18]([N+:22](=[O:23])[O-:24])[cH:19][cH:20][cH:21]2)[C:5]([C:25](=[O:26])[O:27][CH2:28][CH3:29])=[C:4]([CH:30]=[O:31])[NH:3]1.[CH3:35][CH2:36][OH:37].[CH3:38][CH2:39][CH2:40][CH2:41][CH2:42][CH3:43].[CH3:44][CH2:45][O:46][CH2:47][CH3:48].[ClH:34].[Na+:33]>>[CH3:1][C:2]1=[C:7]([C:8](=[O:9])[O:10][CH2:11][CH2:12][O:13][CH2:14][CH3:15])[CH:6]([c:16]2[cH:17][c:18]([N+:22](=[O:23])[O-:24])[cH:19][cH:20][cH:21]2)[C:5]([C:25](=[O:26])[O:27][CH2:28][CH3:29])=[C:4]([CH2:30][OH:31])[NH:3]1. Starting materials: O=C([O-])[O-], Cc1cncn1-c1ccc(C(F)(F)F)cc1C#N, Cc1c[nH]cn1, [K+], [K+]. Product: Cc1cn(-c2ccc(C(F)(F)F)cc2C#N)cn1. Reaction SMILES: [C:7](=[O:8])([O-:9])[O-:10].[CH3:13][c:14]1[n:15](-[c:19]2[c:20]([C:21]#[N:22])[cH:23][c:24]([C:27]([F:28])([F:29])[F:30])[cH:25][cH:26]2)[cH:16][n:17][cH:18]1.[CH3:1][c:2]1[n:3][cH:4][nH:5][cH:6]1.[K+:11].[K+:12]>>[CH3:1][c:2]1[n:3][cH:4][n:5](-[c:19]2[c:20]([C:21]#[N:22])[cH:23][c:24]([C:27]([F:28])([F:29])[F:30])[cH:25][cH:26]2)[cH:6]1. The reactants are B, C1CCOC1, CC1(C)OC(=O)c2ccccc2C1n1cncc1C#N, CSC, CO, Cl. The product is CC1(C)OC(=O)c2ccccc2C1n1cncc1CN. As a reaction SMILES: [BH3:24].[CH2:28]1[O:29][CH2:30][CH2:31][CH2:32]1.[CH3:1][C:2]1([CH3:20])[O:3][C:4](=[O:19])[c:5]2[cH:6][cH:7][cH:8][cH:9][c:10]2[CH:11]1[n:12]1[cH:13][n:14][cH:15][c:16]1[C:17]#[N:18].[CH3:21][S:22][CH3:23].[CH3:26][OH:27].[ClH:25]>>[CH3:1][C:2]1([CH3:20])[O:3][C:4](=[O:19])[c:5]2[cH:6][cH:7][cH:8][cH:9][c:10]2[CH:11]1[n:12]1[cH:13][n:14][cH:15][c:16]1[CH2:17][NH2:18]. The reactants are C(C)(C)(C)C=1N=C(C=2C(N1)=NN(N2)CC)N2CC(CC2)(F)F (5-tert-Butyl-7-(3,3-difluoro-pyrrolidin-1-yl)-2-ethyl-2H-[1,2,3]triazolo[4,5-d]pyrimidine), C(C)(C)(C)C=1N=C(C2=C(N1)NN=N2)N2CC(CC2)(F)F (5-tert-butyl-7-(3,3-difluoropyrrolidin-1-yl)-3H-[1,2,3]triazolo[4,5-d]pyrimidine), ICC1=NN=C(N1C)S(=O)(=O)C (3-(iodomethyl)-4-methyl-5-(methylsulfonyl)-4H-1,2,4-triazole). Yields the product C(C)(C)(C)C=1N=C(C=2C(N1)=NN(N2)CC2=NN=C(N2C)S(=O)(=O)C)N2CC(CC2)(F)F (5-tert-Butyl-7-(3,3-difluoro-pyrrolidin-1-yl)-2-(5-methanesulfonyl-4-methyl-4H-[1,2,4]triazol-3-ylmethyl)-2H-[1,2,3]triazolo[4,5-d]pyrimidine). As a reaction SMILES: [C:1]([C:5]1[N:6]=[C:7]([N:16]2[CH2:20][CH2:19][C:18]([F:22])([F:21])[CH2:17]2)[C:8]2[C:9](=[N:11][N:12]([CH2:14][CH3:15])[N:13]=2)[N:10]=1)([CH3:4])([CH3:3])[CH3:2].C(C1N=C(N2CCC(F)(F)C2)C2N=NNC=2N=1)(C)(C)C.IC[C:45]1[N:49](C)[C:48]([S:51]([CH3:54])(=[O:53])=[O:52])=[N:47][N:46]=1>>[C:1]([C:5]1[N:6]=[C:7]([N:16]2[CH2:20][CH2:19][C:18]([F:21])([F:22])[CH2:17]2)[C:8]2[C:9](=[N:11][N:12]([CH2:14][C:15]3[N:49]([CH3:45])[C:48]([S:51]([CH3:54])(=[O:53])=[O:52])=[N:47][N:46]=3)[N:13]=2)[N:10]=1)([CH3:2])([CH3:3])[CH3:4]. Procedure: In analogy to the procedure described for the synthesis of 5-tert-butyl-7-(3,3-difluoro-pyrrolidin-1-yl)-2-ethyl-2H-[1,2,3]triazolo[4,5-d]pyrimidine (example 3, step b), the title compound was prepared from 5-tert-butyl-7-(3,3-difluoropyrrolidin-1-yl)-3H-[1,2,3]triazolo[4,5-d]pyrimidine and 3-(iodomethyl)-4-methyl-5-(methylsulfonyl)-4H-1,2,4-triazole and isolated as white solid. MS (m/e): 456.3 (MH+). Reactants: C(C)(=O)OCC (ethyl acetate), CC1=C(COC=2C=C(C=CC2OC)CC#N)C(=CC=C1)C (2-(3-(2,6-Dimethylbenzyloxy)-4-methoxyphenyl)acetonitrile), [N-]=[N+]=[N-].[Na+] (sodium azide), [Cl-].[NH4+] (ammonium chloride). Solvent: CN(C)C=O (DMF), CCCCCC (hexane). Reaction conditions: temperature 90 celsius. The product is CC1=C(COC=2C=C(CC3=NN=NN3)C=CC2OC)C(=CC=C1)C (5-(3-(2,6-Dimethylbenzyloxy)-4-methoxybenzyl)-1H-tetrazole). Reaction SMILES: [CH3:1][C:2]1[CH:20]=[CH:19][CH:18]=[C:17]([CH3:21])[C:3]=1[CH2:4][O:5][C:6]1[CH:7]=[C:8]([CH2:14][C:15]#[N:16])[CH:9]=[CH:10][C:11]=1[O:12][CH3:13].[N-:22]=[N+:23]=[N-:24].[Na+].[Cl-].[NH4+].C(OCC)(=O)C>CN(C=O)C.CCCCCC>[CH3:21][C:17]1[CH:18]=[CH:19][CH:20]=[C:2]([CH3:1])[C:3]=1[CH2:4][O:5][C:6]1[CH:7]=[C:8]([CH:9]=[CH:10][C:11]=1[O:12][CH3:13])[CH2:14][C:15]1[NH:24][N:23]=[N:22][N:16]=1 |f:1.2,3.4|. Reported procedure: A mixture of 2-(3-(2,6-Dimethylbenzyloxy)-4-methoxyphenyl)acetonitrile (Step E, 2.17 g, 7.5 mmol), sodium azide (0.590 g, 9.1 mmol) and ammonium chloride (0.486 g, 9.1 mmol) in dry DMF (20 ml) was heated under argon at 90° C. for 16 hours or until all the starting material is consumed, the reaction mixture was cooled, diluted with water and extracted with EtOAc (30 ml×4). The combined organic layer was washed with brine, dried over Na2SO4, filtered, concentrated and purified by flash chromatogra...